The task is: describe an organic reaction: reactants, conditions, products, and yield. This data is from the Open Reaction Database (ORD), a public repository of structured organic reaction records. Starting materials: BrC=1C=C2C3=C(NC2=CC1)C(CCCC3)N (2-bromo-5,6,7,8,9,10-hexahydrocyclohepta[b]indol-6-amine), ClC1=NC=CC=N1 (2-chloropyrimidine). Product: BrC=1C=C2C3=C(NC2=CC1)C(CCCC3)NC3=NC=CC=N3 (2-Bromo-N-pyrimidin-2-yl-5,6,7,8,9,10-hexahydrocyclohepta[b]indol-6-amine), yellow solid. Yield: 9.0%. RXN SMILES: [Br:1][C:2]1[CH:3]=[C:4]2[C:8](=[CH:9][CH:10]=1)[NH:7][C:6]1[CH:11]([NH2:16])[CH2:12][CH2:13][CH2:14][CH2:15][C:5]2=1.Cl[C:18]1[N:23]=[CH:22][CH:21]=[CH:20][N:19]=1>>[Br:1][C:2]1[CH:3]=[C:4]2[C:8](=[CH:9][CH:10]=1)[NH:7][C:6]1[CH:11]([NH:16][C:18]3[N:23]=[CH:22][CH:21]=[CH:20][N:19]=3)[CH2:12][CH2:13][CH2:14][CH2:15][C:5]2=1. Reported procedure: 2-Bromo-N-pyrimidin-2-yl-5,6,7,8,9,10-hexahydrocyclohepta[b]indol-6-amine was prepared from 2-bromo-5,6,7,8,9,10-hexahydrocyclohepta[b]indol-6-amine (150 mg, 0.54 mmol) and 2-chloropyrimidine (123 mg, 1.07 mmol) in a similar manner as described in Example 22 to give 18 mg (9%) of a yellow solid. 1H-NMR (DMSO-d6): δ 10.80 (s, 1H), 8.31 (d, 2H), 7.57 (s, 1H), 7.49 (d, 1H), 7.20 (d, 1H), 7.07-7.04 (m, 1H), 6.60 (t, 1H), 5.36-533 (m, 1H), 2.94-2.89 (m, 1H), 2.70-2.63 (m, 1H), 2.05-1.94 (m, 2H), 1.89... Run in N1=CC=CC=C1 (pyridine), N1=CC=CC=C1 (pyridine). Yields the product BrC1=C(C(=C(CC2=NN(C3=NN=CC=C32)COC(C)=O)C=C1)F)OC1=CC(=CC(=C1)C#N)Cl (Acetic acid 3-[4-bromo-3-(3-chloro-5-cyano-phenoxy)-2-fluoro-benzyl]-pyrazolo[3,4-c]pyridazin-1-ylmethyl ester). Run at time 8 hour. Procedure: To a solution of 12 (0.1 g, 0.2 mmol) and DCM (3 mL) was added pyridine (0.08 mL, 1.0 mmol) and acetic anhydride (612 mg, 6 mmol). The resulting solution was stirred overnight at RT under an inert atmosphere. Starting material was still evident and additional aliquots of pyridine (0.08 mL) and Ac2O (0.612 g) were added and the resulting mixture stirred at 55° C. for ca. 5 h. The volatile contents were evaporated and the residue purified in two batches on a preparative SiO2 TLC plate developed wi... Reaction SMILES: [Br:1][C:2]1[C:7]([O:8][C:9]2[CH:10]=[C:11]([CH:14]=[C:15]([Cl:17])[CH:16]=2)[C:12]#[N:13])=[C:6]([F:18])[C:5]([CH2:19][C:20]2[C:28]3[C:23](=[N:24][N:25]=[CH:26][CH:27]=3)[N:22]([CH2:29][OH:30])[N:21]=2)=[CH:4][CH:3]=1.C(Cl)Cl.[C:34](OC(=O)C)(=[O:36])[CH3:35]>N1C=CC=CC=1>[Br:1][C:2]1[CH:3]=[CH:4][C:5]([CH2:19][C:20]2[C:28]3[C:23](=[N:24][N:25]=[CH:26][CH:27]=3)[N:22]([CH2:29][O:30][C:34](=[O:36])[CH3:35])[N:21]=2)=[C:6]([F:18])[C:7]=1[O:8][C:9]1[CH:10]=[C:11]([C:12]#[N:13])[CH:14]=[C:15]([Cl:17])[CH:16]=1. Reactants: CC(=O)OC(=O)C (Ac2O), BrC1=CC=C(C(=C1OC=1C=C(C#N)C=C(C1)Cl)F)CC1=NN(C2=NN=CC=C21)CO (3-[6-bromo-2-fluoro-3-(1-hydroxymethyl-1H-pyrazolo[3,4-c]pyridazin-3-ylmethyl)-phenoxy]-5-chloro-benzonitrile), C(Cl)Cl (DCM), C(C)(=O)OC(C)=O (acetic anhydride). The reactants are CCOC(=O)C1C(CO)C1C(=O)Nc1ccc(-n2ccccc2=O)cc1F, CC(C)=O, ClCCl, [Na+], O=S([O-])O, O=S(Cl)Cl. Yields the product CCOC(=O)C1C2C(=O)N(c3ccc(-n4ccccc4=O)cc3F)C(=O)C12. Reaction SMILES: [CH2:1]([CH3:2])[O:3][C:4](=[O:5])[CH:6]1[CH:7]([C:11]([NH:12][c:13]2[c:14]([F:26])[cH:15][c:16](-[n:19]3[c:20](=[O:25])[cH:21][cH:22][cH:23][cH:24]3)[cH:17][cH:18]2)=[O:27])[CH:8]1[CH2:9][OH:10].[CH3:37][C:38](=[O:39])[CH3:40].[Cl:41][CH2:42][Cl:43].[Na+:32].[S:28](=[O:29])([OH:30])[O-:31].[S:33]([Cl:34])([Cl:35])=[O:36]>>[CH2:1]([CH3:2])[O:3][C:4](=[O:5])[CH:6]1[CH:7]2[CH:8]1[C:9](=[O:10])[N:12]([c:13]1[c:14]([F:26])[cH:15][c:16](-[n:19]3[c:20](=[O:25])[cH:21][cH:22][cH:23][cH:24]3)[cH:17][cH:18]1)[C:11]2=[O:27].